This data is from the Open Reaction Database (ORD), a public repository of structured organic reaction records. The task is: describe an organic reaction: reactants, conditions, products, and yield Starting materials: ClC=1C=CC(=C2C3(NC(NC12)=O)CCCCC3)O[C@@H]3C[C@H](C3)C(=O)O (trans-3-[(8′-Chloro-2′-oxo-2′,3′-dihydro-1′H-spiro[cyclohexane-1,4′-quina-zolin]-5′-yl)oxy]cyclobutanecarboxylic acid), FC=1C=CC(=C2C3(NC(NC12)=O)CCCCC3)OCC3(CCC3)C(=O)O (1-[(8′-fluoro-2′-oxo-2′,3′-dihydro-1′H-spiro[cyclohexane-1,4′-quinazolin]-5′-yl)oxymethyl]cyclobutanecarboxylic acid), trans-3-[(8′-chloro-2′-oxo-2′,3′-dihydro-1′H-spiro[cycloheptyl-1,4′-quina-zolin]-5′-yl)oxy]cyclobutanecarboxylic acid, FC=1C=CC(=C2C3(NC(NC12)=O)CCCCC3)OCC3CC(C3)C(=O)O (3-[(8′-fluoro-2′-oxo-2′,3′-dihydro-1′H-spiro[cyclohexane-1,4′-quinazolin]-5′-yl)oxymethyl]cyclobutanecarboxylic acid), C(#N)C=1C=CC(=C2C3(NC(NC12)=O)CCCCC3)O[C@@H]3C[C@H](C3)C(=O)O (trans-3-[(8′-cyano-2′-oxo-2′,3′-dihydro-1′H-spiro[cyclohexane-1,4′-quinaz-olin]-5′-yl)oxy]cyclobutanecarboxylic acid), trans-3-[(8′-chloro-2′-oxo-2′,3′-dihydro-1′H-spiro[cyclopentyl-1,4′-quinazolin]-5′-yl)oxy]cyclobutanecarboxylic acid. Yields the product ClC=1C=CC=C2C3(NC(NC12)=O)CCCC(C3)O[C@H]3C[C@H](C3)C(=O)O (cis-3-[(8′-Chloro-2′-oxo-2′,3′-dihydro-1′H-spiro[cyclohexane-1,4′-quinazo-lin]-5yl)oxy]cyclobutanecarboxylic acid). As a reaction SMILES: [Cl:1][C:2]1[CH:3]=[CH:4][C:5](O[C@H]2C[C@H](C(O)=O)C2)=[C:6]2[C:11]=1[NH:10][C:9](=[O:12])[NH:8][C:7]12[CH2:17][CH2:16][CH2:15][CH2:14][CH2:13]1.FC1C=CC(OCC2CC(C(O)=O)C2)=C2C=1NC(=O)NC12CCCCC1.C(C1C=CC([O:70][C@H:71]2[CH2:74][C@H:73]([C:75]([OH:77])=[O:76])[CH2:72]2)=C2C=1NC(=O)NC12CCCCC1)#N.FC1C=CC(OCC2(C(O)=O)CCC2)=C2C=1NC(=O)NC12CCCCC1>>[Cl:1][C:2]1[CH:3]=[CH:4][CH:5]=[C:6]2[C:11]=1[NH:10][C:9](=[O:12])[NH:8][C:7]12[CH2:17][CH:16]([O:70][C@@H:71]2[CH2:74][C@H:73]([C:75]([OH:77])=[O:76])[CH2:72]2)[CH2:15][CH2:14][CH2:13]1. Reported procedure: trans-3-[(8′-Chloro-2′-oxo-2′,3′-dihydro-1′H-spiro[cyclohexane-1,4′-quina-zolin]-5′-yl)oxy]cyclobutanecarboxylic acid; 3-[(8′-fluoro-2′-oxo-2′,3′-dihydro-1′H-spiro[cyclohexane-1,4′-quinazolin]-5′-yl)oxymethyl]cyclobutanecarboxylic acid; trans-3-[(8′-cyano-2′-oxo-2′,3′-dihydro-1′H-spiro[cyclohexane-1,4′-quinaz-olin]-5′-yl)oxy]cyclobutanecarboxylic acid; 1-[(8′-fluoro-2′-oxo-2′,3′-dihydro-1′H-spiro[cyclohexane-1,4′-quinazolin]-5′-yl)oxymethyl]cyclobutanecarboxylic acid; trans-3-[(8′-chloro-2′-oxo-... The reactants are O=C([O-])[O-], CN(C)C=O, COc1cc2c(Oc3cc(C)c(C)nc3-c3ccc(C)cn3)ccnc2cc1OCCCl, [K+], [K+], NCCO. The product is COc1cc2c(Oc3cc(C)c(C)nc3-c3ccc(C)cn3)ccnc2cc1OCCNCCO. Reaction SMILES: [C:33](=[O:34])([O-:35])[O-:36].[CH3:43][N:44]([CH3:45])[CH:46]=[O:47].[Cl:1][CH2:2][CH2:3][O:4][c:5]1[c:6]([O:31][CH3:32])[cH:7][c:8]2[c:9]([O:15][c:16]3[c:17](-[c:24]4[n:25][cH:26][c:27]([CH3:30])[cH:28][cH:29]4)[n:18][c:19]([CH3:23])[c:20]([CH3:22])[cH:21]3)[cH:10][cH:11][n:12][c:13]2[cH:14]1.[K+:37].[K+:38].[NH2:39][CH2:40][CH2:41][OH:42]>>[CH2:2]([CH2:3][O:4][c:5]1[c:6]([O:31][CH3:32])[cH:7][c:8]2[c:9]([O:15][c:16]3[c:17](-[c:24]4[n:25][cH:26][c:27]([CH3:30])[cH:28][cH:29]4)[n:18][c:19]([CH3:23])[c:20]([CH3:22])[cH:21]3)[cH:10][cH:11][n:12][c:13]2[cH:14]1)[NH:39][CH2:40][CH2:41][OH:42].